This data is from the Open Reaction Database (ORD), a public repository of structured organic reaction records. The task is: describe an organic reaction: reactants, conditions, products, and yield The reactants are C1(CC1)C=O (cyclopropanecarbaldehyde), [Si](C)(C)(C(C)(C)C)O[C@@H]1CC[C@H](CC1)N1C(C2=CC=CC=C2C1=O)=O (2-((trans)-4-(tert-Butyldimethylsilyloxy)cyclohexyl)isoindoline-1,3-dione), C(C)[SiH](CC)CC (triethylsilane). Reagents/catalysts: Br[Bi](Br)Br (tribromobismuthine). The solvent is C(C)#N (acetonitrile). Run at time 8 hour. Yields the product C1(CC1)CO[C@@H]1CC[C@H](CC1)N1C(C2=CC=CC=C2C1=O)=O (2-((trans)-4-(Cyclopropylmethoxy)cyclohexyl)isoindoline-1,3-dione). The yield is 100.9%. RXN SMILES: [Si]([O:8][C@H:9]1[CH2:14][CH2:13][C@H:12]([N:15]2[C:23](=[O:24])[C:22]3[C:17](=[CH:18][CH:19]=[CH:20][CH:21]=3)[C:16]2=[O:25])[CH2:11][CH2:10]1)(C(C)(C)C)(C)C.C([SiH](CC)CC)C.[CH:33]1([CH:36]=O)[CH2:35][CH2:34]1>C(#N)C.Br[Bi](Br)Br>[CH:33]1([CH2:36][O:8][C@H:9]2[CH2:14][CH2:13][C@H:12]([N:15]3[C:16](=[O:25])[C:17]4[C:22](=[CH:21][CH:20]=[CH:19][CH:18]=4)[C:23]3=[O:24])[CH2:11][CH2:10]2)[CH2:35][CH2:34]1. Procedure: A stirred solution of 12B (750 mg, 2.086 mmol) in acetonitrile (10 mL) was treated with triethylsilane (0.432 mL, 2.71 mmol) and tribromobismuthine (94 mg, 0.209 mmol), followed by slow addition of cyclopropanecarbaldehyde (175 mg, 2.503 mmol) (dissolved in acetonitrile (0.5 mL)). The reaction mixture was stirred at room temperature overnight. The dark solid was removed by filtration, the filtrate was concentrated, and the residue was purified by ISCO silica column (24 g), gradient elution with ... Starting materials: Cl (HCl), [OH-].[Na+] (NaOH), C(C)O (ethanol), O (water), C1(=CC=CC=C1)N=C(C=1C(C(=O)O)=C(C(C(=O)O)=C(C(O)=NC2=CC=CC=C2)C1OC1=CC=C(C=C1)OCC(CCCC)CC)OC1=CC=C(C=C1)OCC(CCCC)CC)O (N,N'-diphenyl-3,6-bis[4-(2-ethylhexyloxy)phenyloxy]pyromellitic diimide). Product: C(C)C(COC1=CC=C(C=C1)OC1=C(C(C(=O)O)=C(C(=C1C(=O)O)C(=O)O)OC1=CC=C(C=C1)OCC(CCCC)CC)C(=O)O)CCCC (3,6-bis[4-(2-ehtylhexyloxy)phenyloxy]pyromellitic acid). As a reaction SMILES: [OH-:1].[Na+].[CH2:3](O)[CH3:4].C1(N=[C:13]([OH:67])[C:14]2[C:15](=[C:19]([O:51][C:52]3[CH:57]=[CH:56][C:55]([O:58][CH2:59]C(CC)CCCC)=[CH:54][CH:53]=3)[C:20](=[C:24]([C:34]=2[O:35][C:36]2[CH:41]=[CH:40][C:39]([O:42][CH2:43][CH:44]([CH2:49]C)[CH2:45][CH2:46]CC)=[CH:38][CH:37]=2)[C:25](=NC2C=CC=CC=2)[OH:26])[C:21]([OH:23])=[O:22])[C:16]([OH:18])=[O:17])C=CC=CC=1.Cl.[OH2:69]>>[CH2:34]([CH:14]([CH2:15][CH2:16][CH2:3][CH3:4])[CH2:59][O:58][C:55]1[CH:54]=[CH:53][C:52]([O:51][C:19]2[C:20]([C:21]([OH:23])=[O:22])=[C:24]([C:25]([OH:69])=[O:26])[C:34]([O:35][C:36]3[CH:37]=[CH:38][C:39]([O:42][CH2:43][CH:44]([CH2:45][CH3:46])[CH2:49][CH2:19][CH2:20][CH3:21])=[CH:40][CH:41]=3)=[C:14]([C:13]([OH:67])=[O:1])[C:15]=2[C:16]([OH:18])=[O:17])=[CH:57][CH:56]=1)[CH3:24] |f:0.1|. Procedure: Into 150 ml of 10% NaOH solution made from 1:1 (v:v) mixture of ethanol and water were dissolved 2 g of N,N'-diphenyl-3,6-bis[4-(2-ethylhexyloxy)phenyloxy]pyromellitic diimide obtained from above. This solution was refluxed for 72 hr under nitrogen atmosphere and then cooled to ambient temperature. When this solution was neutralized with 5% aqueous HCl, white precipitates were formed. These precipitates were filtered, air-dried and recrystallized from 1:1 (v:v) mixture of hexane and ethyl acetat... The reactants are IC1=C2C=3C(=CNC3C=C1)C[C@@H](C2)N(CCC)CCC ((4S)-6-iodo-4-(di-n-propylamino)-1,3,4,5-tetrahydrobenz[cd]indole), OC1=NC=CC=C1 (2-hydroxypyridine), C([O-])([O-])=O.[K+].[K+] (potassium carbonate), O.NN (hydrazine hydrate), resultant mixture. Reagents/catalysts: C=1C=CC(=CC1)[P](C=2C=CC=CC2)(C=3C=CC=CC3)[Pd]([P](C=4C=CC=CC4)(C=5C=CC=CC5)C=6C=CC=CC6)([P](C=7C=CC=CC7)(C=8C=CC=CC8)C=9C=CC=CC9)[P](C=1C=CC=CC1)(C=1C=CC=CC1)C=1C=CC=CC1 (tetrakis(triphenylphosphine)palladium). The solvent is C(C)#N (acetonitrile), C(Cl)Cl (methylene chloride). Run at time 15 hour. Product: C(CC)N([C@@H]1CC2=C3C(=CNC3=CC=C2C(=O)NN)C1)CCC ((4R)-4-(di-n-propylamino)-1,3,4,5-tetrahydrobenz[cd]indole-6carboxylic hydrazide). Reaction SMILES: I[C:2]1[CH:10]=[CH:9][C:8]2[NH:7][CH:6]=[C:5]3[CH2:11][C@H:12]([N:14]([CH2:18][CH2:19][CH3:20])[CH2:15][CH2:16][CH3:17])[CH2:13][C:3]=1[C:4]=23.[OH:21][C:22]1C=CC=C[N:23]=1.C(=O)([O-])[O-].[K+].[K+].O.[NH2:35]N>C(#N)C.C(Cl)Cl.C1C=CC([P]([Pd]([P](C2C=CC=CC=2)(C2C=CC=CC=2)C2C=CC=CC=2)([P](C2C=CC=CC=2)(C2C=CC=CC=2)C2C=CC=CC=2)[P](C2C=CC=CC=2)(C2C=CC=CC=2)C2C=CC=CC=2)(C2C=CC=CC=2)C2C=CC=CC=2)=CC=1>[CH2:15]([N:14]([CH2:18][CH2:19][CH3:20])[C@H:12]1[CH2:11][C:5]2=[CH:6][NH:7][C:8]3=[CH:9][CH:10]=[C:2]([C:22]([NH:23][NH2:35])=[O:21])[C:3](=[C:4]23)[CH2:13]1)[CH2:16][CH3:17] |f:2.3.4,5.6,^1:46,48,67,86|. Reported procedure: To a solution of 5.0 g (13.1 mmol) of (4S)-6-iodo-4-(di-n-propylamino)-1,3,4,5-tetrahydrobenz[cd]indole in 250 ml of acetonitrile was added 3.5 g (37 mmol) of 2-hydroxypyridine, 16.9 g (122 mmol) of powdered potassium carbonate, and 0.30 g (0.26 mmol) of tetrakis(triphenylphosphine)palladium. The resultant mixture was heated at 65° C. under a carbon monoxide atmosphere for 14 hours. The cooled mixture was then treated with 2 ml of hydrazine hydrate and stirred for another 15 hours. After filteri...